From a dataset of the Open Reaction Database (ORD), a public repository of structured organic reaction records. describe an organic reaction: reactants, conditions, products, and yield Starting materials: 400, COC=1C=C(CO)C=C(C1OC)OC (3,4,5-trimethoxybenzyl alcohol). Solvent: CC(=O)C (acetone). Run at time 0.04 second. Yields the product COC=1C=C(C=O)C=C(C1OC)OC (3,4,5-trimethoxybenzaldehyde). Isolated yield 76.0%. RXN SMILES: [CH3:1][O:2][C:3]1[CH:4]=[C:5]([CH:8]=[C:9]([O:13][CH3:14])[C:10]=1[O:11][CH3:12])[CH2:6][OH:7]>CC(C)=O>[CH3:14][O:13][C:9]1[CH:8]=[C:5]([CH:4]=[C:3]([O:2][CH3:1])[C:10]=1[O:11][CH3:12])[CH:6]=[O:7]. Procedure details: Using a similar method to Example 1, a mixture of 400 parts of 3,4,5-trimethoxybenzyl alcohol and 400 parts of acetone with 380 parts of air is passed per hour over the catalyst at 530° C. and 1.2 bar. The residence time is 0.04 second and the throughput is 0.57 tonne/m2.h. 302 parts of 3,4,5-trimethoxybenzaldehyde (in the form of a 44 percent strength by weight solution) are obtained per hour, corresponding to a yield of 76% of theory. The conversion is 95 percent and the space-time yield is 14... Starting materials: C([O-])([O-])=O.[Na+].[Na+] (sodium carbonate), ClS(=O)(=O)C1=CC=C(C(=O)Cl)C=C1 (4-(chlorosulfonyl)benzoyl chloride), C1[C@@H]2N(CCN1)CCC2 ((R)-octahydropyrrolo[1,2-a]pyrazine). Procedure: To 4-(chlorosulfonyl)benzoyl chloride (3 mmol) in anhydrous dichloromethane (100 mL) was slowly added over 10 minutes (R)-octahydropyrrolo[1,2-a]pyrazine (0.379 g, 3 mmol) at room temperature in dichloromethane (4 mL). Then sodium carbonate (0.954 g, 9 mmol) was added. The mixture was stirred at room temperature overnight. Then the reaction mixture was concentrated to provide 4-[(8aR)-hexahydropyrrolo[1,2-a]pyrazin-2(1H)-ylcarbonyl]benzenesulfonyl chloride which was used without additional purif... The solvent is ClCCl (dichloromethane), ClCCl (dichloromethane). Run at time 8 hour. Reaction SMILES: [Cl:1][S:2]([C:5]1[CH:13]=[CH:12][C:8]([C:9](Cl)=[O:10])=[CH:7][CH:6]=1)(=[O:4])=[O:3].[CH2:14]1[NH:19][CH2:18][CH2:17][N:16]2[CH2:20][CH2:21][CH2:22][C@H:15]12.C(=O)([O-])[O-].[Na+].[Na+]>ClCCl>[CH2:14]1[N:19]([C:9]([C:8]2[CH:12]=[CH:13][C:5]([S:2]([Cl:1])(=[O:4])=[O:3])=[CH:6][CH:7]=2)=[O:10])[CH2:18][CH2:17][N:16]2[CH2:20][CH2:21][CH2:22][C@H:15]12 |f:2.3.4|. The product is C1[C@@H]2N(CCN1C(=O)C1=CC=C(C=C1)S(=O)(=O)Cl)CCC2 (4-[(8aR)-hexahydropyrrolo[1,2-a]pyrazin-2(1H)-ylcarbonyl]benzenesulfonyl chloride). The reactants are C1(=CC=CC=C1)C(N1C=NC(=C1)CCCO)(C1=CC=CC=C1)C1=CC=CC=C1 (3-(1-triphenylmethyl-1H-imidazol-4-yl)propanol), FC1=C(C=CC(=C1)O)C(C)=O ((2-fluoro-4-hydroxyphenyl)ethanone). Product: FC1=C(C=CC(=C1)OCCCC=1N=CNC1)C(C)=O ((2-Fluoro-4-(3-(1H-imidazol-4-yl)propyloxy)phenyl)ethanone). As a reaction SMILES: C1(C(C2C=CC=CC=2)(C2C=CC=CC=2)[N:8]2[CH:12]=[C:11]([CH2:13][CH2:14][CH2:15][OH:16])[N:10]=[CH:9]2)C=CC=CC=1.[F:29][C:30]1[CH:35]=[C:34](O)[CH:33]=[CH:32][C:31]=1[C:37](=[O:39])[CH3:38]>>[F:29][C:30]1[CH:35]=[C:34]([O:16][CH2:15][CH2:14][CH2:13][C:11]2[N:10]=[CH:9][NH:8][CH:12]=2)[CH:33]=[CH:32][C:31]=1[C:37](=[O:39])[CH3:38]. Procedure details: 5 mmol of 3-(1-triphenylmethyl-1H-imidazol-4-yl)propanol and 6 mmol of (2-fluoro-4-hydroxyphenyl)ethanone are treated as described in Example 56. Reactants: N#Cc1ccc2c(c1)CCNC2, CC(C)Oc1ccc(S(C)(=O)=O)cc1C(=O)O. Yields the product CC(C)Oc1ccc(S(C)(=O)=O)cc1C(=O)N1CCc2cc(C#N)ccc2C1. As a reaction SMILES: [C:1](#[N:2])[c:3]1[cH:4][c:5]2[c:10]([cH:11][cH:12]1)[CH2:9][NH:8][CH2:7][CH2:6]2.[CH:13]([CH3:14])([CH3:15])[O:16][c:17]1[c:18]([C:19](=[O:20])[OH:21])[cH:22][c:23]([S:26](=[O:27])(=[O:28])[CH3:29])[cH:24][cH:25]1>>[C:1](#[N:2])[c:3]1[cH:4][c:5]2[c:10]([cH:11][cH:12]1)[CH2:9][N:8]([C:19]([c:18]1[c:17]([O:16][CH:13]([CH3:14])[CH3:15])[cH:25][cH:24][c:23]([S:26](=[O:27])(=[O:28])[CH3:29])[cH:22]1)=[O:20])[CH2:7][CH2:6]2. Reactants: BrC=1C(=C(C=O)C=C(C1)C)O (3-bromo-2-hydroxy-5-methylbenzaldehyde), C1(=CC=CC=C1)B(O)O (phenyl boronic acid). The reagents and catalysts are C=1C=CC(=CC1)[P](C=2C=CC=CC2)(C=3C=CC=CC3)[Pd]([P](C=4C=CC=CC4)(C=5C=CC=CC5)C=6C=CC=CC6)([P](C=7C=CC=CC7)(C=8C=CC=CC8)C=9C=CC=CC9)[P](C=1C=CC=CC1)(C=1C=CC=CC1)C=1C=CC=CC1 (tetrakis(triphenylphosphine)palladium(0)). The solvent is C1(=CC=CC=C1)C (toluene), C(=O)([O-])[O-].[K+].[K+] (K2CO3), CCOCC (ether). Run at temperature 80 celsius. Yields the product OC1=C(C=C(C=C1C=O)C)C1=CC=CC=C1 (2-Hydroxy-5-methyl-biphenyl-3-carbaldehyde). Isolated yield 50.5%. RXN SMILES: Br[C:2]1[C:3]([OH:11])=[C:4]([CH:7]=[C:8]([CH3:10])[CH:9]=1)[CH:5]=[O:6].[C:12]1(B(O)O)[CH:17]=[CH:16][CH:15]=[CH:14][CH:13]=1>C1(C)C=CC=CC=1.C([O-])([O-])=O.[K+].[K+].CCOCC.C1C=CC([P]([Pd]([P](C2C=CC=CC=2)(C2C=CC=CC=2)C2C=CC=CC=2)([P](C2C=CC=CC=2)(C2C=CC=CC=2)C2C=CC=CC=2)[P](C2C=CC=CC=2)(C2C=CC=CC=2)C2C=CC=CC=2)(C2C=CC=CC=2)C2C=CC=CC=2)=CC=1>[OH:11][C:3]1[C:4]([CH:5]=[O:6])=[CH:7][C:8]([CH3:10])=[CH:9][C:2]=1[C:12]1[CH:17]=[CH:16][CH:15]=[CH:14][CH:13]=1 |f:3.4.5,^1:42,44,63,82|. Procedure: A mixture of 3-bromo-2-hydroxy-5-methylbenzaldehyde (0.30 g, 1.40 mmoles), phenyl boronic acid (0.20 g, 1.67 mmoles) and tetrakis(triphenylphosphine)palladium(0) (81 mg, 0.07 mmoles) in toluene (10 ml) and 2M K2CO3 (3 ml) was heated to 80° C. for 2 hr. The reaction mixture was cooled to ambient temperature, diluted with ether (100 ml) and washed with NaHCO3. The organic layer was dried (MgSO4), filtered and concentrated to yield a residue which was purified using flash chromatography (10% ethyl ... Reactants: C(CC(=O)OC(C)(C)C)(=O)OC(C)(C)C (di-tert-butyl malonate), IC=1C=C(C=C(C1)I)C (3,5-diiodotoluene), C([O-])([O-])=O.[Cs+].[Cs+] (cesium carbonate), N1=C(C=CC=C1)C(=O)O (picolinic acid). The reagents and catalysts are [Cu](I)I (Copper iodide). The solvent is O1CCOCC1 (dioxane). Run at temperature 80 celsius, time 24 hour. Yields the product IC=1C=C(C=C(C1)C)C(C(=O)OC(C)(C)C)C(=O)OC(C)(C)C (1,3-bis(1,1-dimethylethyl) 2-(3-iodo-5-methylphenyl)propanedioate). The yield is 16.5%. As a reaction SMILES: C(=O)([O-])[O-].[Cs+].[Cs+].N1C=CC=CC=1C(O)=O.I[C:17]1[CH:18]=[C:19]([CH3:24])[CH:20]=[C:21]([I:23])[CH:22]=1.[C:25]([O:35][C:36]([CH3:39])([CH3:38])[CH3:37])(=[O:34])[CH2:26][C:27]([O:29][C:30]([CH3:33])([CH3:32])[CH3:31])=[O:28]>O1CCOCC1.[Cu](I)I>[I:23][C:21]1[CH:22]=[C:17]([CH:26]([C:27]([O:29][C:30]([CH3:33])([CH3:32])[CH3:31])=[O:28])[C:25]([O:35][C:36]([CH3:39])([CH3:37])[CH3:38])=[O:34])[CH:18]=[C:19]([CH3:24])[CH:20]=1 |f:0.1.2|. Reported procedure: Copper iodide (332 mg, 1.74 mmol), cesium carbonate (5.6 g, 17.4 mmol), and picolinic acid (429 mg, 3.49 mmol) were added to a dried flask under a nitrogen atmosphere. A solution of 3,5-diiodotoluene (3 g, 8.7 mmol) in dioxane (10 mL) was added, followed by the addition of di-tert-butyl malonate (1.3 mL, 8.7 mmol). The atmosphere inside the flask was removed under vacuum and replaced with nitrogen gas; this process was repeated a total of three times. The reaction mixture was then heated to 80° ...